describe an organic reaction: reactants, conditions, products, and yield From a dataset of the Open Reaction Database (ORD), a public repository of structured organic reaction records. Reactants: NCC(=O)O (Gly), N[C@@H](C)C(=O)O (Ala). Product: N[C@@H](CCC(O)=O)C(=O)O (Glu). RXN SMILES: [NH2:1][CH2:2][C:3]([OH:5])=[O:4].N[C@H:7]([C:9]([OH:11])=[O:10])[CH3:8]>>[NH2:1][C@H:2]([C:3]([OH:5])=[O:4])[CH2:8][CH2:7][C:9](=[O:10])[OH:11]. Procedure details: Gly 127.8; Ala 150.4; The reactants are C1(=CC=CC=C1)C(N1CC(C1)OS(=O)(=O)C)C1=CC=CC=C1 (1-Diphenylmethyl-3-methanesulphonyloxyazetidine), CC1NC(CCC1)C (2,6-dimethylpiperidine). Solvent: C([O-])(O)=O.[Na+] (sodium bicarbonate). The product is C1(=CC=CC=C1)C(N1CC(C1)N1C(CCCC1C)C)C1=CC=CC=C1 (1-Diphenylmethyl-3-(2,6-dimethylpiperidinyl)azetidine). The yield is 0.1%. RXN SMILES: [C:1]1([CH:7]([C:17]2[CH:22]=[CH:21][CH:20]=[CH:19][CH:18]=2)[N:8]2[CH2:11][CH:10](OS(C)(=O)=O)[CH2:9]2)[CH:6]=[CH:5][CH:4]=[CH:3][CH:2]=1.[CH3:23][CH:24]1[CH2:29][CH2:28][CH2:27][CH:26]([CH3:30])[NH:25]1>C(=O)(O)[O-].[Na+]>[C:1]1([CH:7]([C:17]2[CH:22]=[CH:21][CH:20]=[CH:19][CH:18]=2)[N:8]2[CH2:11][CH:10]([N:25]3[CH:26]([CH3:30])[CH2:27][CH2:28][CH2:29][CH:24]3[CH3:23])[CH2:9]2)[CH:6]=[CH:5][CH:4]=[CH:3][CH:2]=1 |f:2.3|. Reported procedure: 1-Diphenylmethyl-3-methanesulphonyloxyazetidine (see Preparation 54) (2 g, 1 mol. equiv.) and 2,6-dimethylpiperidine (6.79 ml, 3 mol. equiv.) were heated together at 110° C. under nitrogen for six hours. Saturated aqueous sodium bicarbonate solution (60 ml) was added and the mixture extracted with ethyl acetate (3×40 ml). The combined organic extracts were dried using magnesium sulphate. The organic solvent was removed under reduced pressure and the residue purified by flash column chromatograph... Starting materials: CC(C)(C)OC(=O)N1CCC(c2nc(-c3ccc(F)c(C(F)(F)F)c3)cn2CCOS(C)(=O)=O)CC1, OCC1CCCN1, CN(C)C=O. The product is CC(C)(C)OC(=O)N1CCC(c2nc(-c3ccc(F)c(C(F)(F)F)c3)cn2CCN2CCCC2CO)CC1. Reaction SMILES: [C:1]([CH3:2])([CH3:3])([CH3:4])[O:5][C:6](=[O:7])[N:8]1[CH2:9][CH2:10][CH:11]([c:14]2[n:15]([CH2:30][CH2:31][O:32][S:33]([CH3:34])(=[O:35])=[O:36])[cH:16][c:17](-[c:19]3[cH:20][c:21]([C:26]([F:27])([F:28])[F:29])[c:22]([F:25])[cH:23][cH:24]3)[n:18]2)[CH2:12][CH2:13]1.[NH:37]1[CH:38]([CH2:39][OH:40])[CH2:41][CH2:42][CH2:43]1.[O:44]=[CH:45][N:46]([CH3:47])[CH3:48]>>[C:1]([CH3:2])([CH3:3])([CH3:4])[O:5][C:6](=[O:7])[N:8]1[CH2:9][CH2:10][CH:11]([c:14]2[n:15]([CH2:30][CH2:31][N:37]3[CH:38]([CH2:39][OH:40])[CH2:41][CH2:42][CH2:43]3)[cH:16][c:17](-[c:19]3[cH:20][c:21]([C:26]([F:27])([F:28])[F:29])[c:22]([F:25])[cH:23][cH:24]3)[n:18]2)[CH2:12][CH2:13]1. The reactants are CC(=O)SC1CC(C(=O)O)N(C(=O)OCc2ccc([N+](=O)[O-])cc2)C1, C1CCOC1, CN1CCOCC1, CCN(C(C)C)C(C)C, C[Si](C)(C)Cl, CC(C)COC(=O)Cl, Cl, Nc1cccc(C(=O)NS(=O)(=O)c2ccccc2)c1. Yields the product CC(=O)SC1CC(C(=O)Nc2cccc(C(=O)NS(=O)(=O)c3ccccc3)c2)N(C(=O)OCc2ccc([N+](=O)[O-])cc2)C1. As a reaction SMILES: [C:35]([CH3:36])(=[O:37])[S:38][CH:39]1[CH2:40][CH:41]([C:57](=[O:58])[OH:59])[N:42]([C:44](=[O:45])[O:46][CH2:47][c:48]2[cH:49][cH:50][c:51]([N+:54](=[O:55])[O-:56])[cH:52][cH:53]2)[CH2:43]1.[CH2:75]1[O:76][CH2:77][CH2:78][CH2:79]1.[CH3:60][N:61]1[CH2:62][CH2:63][O:64][CH2:65][CH2:66]1.[CH:1]([N:2]([CH:3]([CH3:4])[CH3:5])[CH2:6][CH3:7])([CH3:8])[CH3:9].[Cl:10][Si:11]([CH3:12])([CH3:13])[CH3:14].[Cl:67][C:68]([O:69][CH2:70][CH:71]([CH3:72])[CH3:73])=[O:74].[ClH:15].[NH2:16][c:17]1[cH:18][c:19]([C:20](=[O:21])[NH:22][S:23](=[O:24])(=[O:25])[c:26]2[cH:27][cH:28][cH:29][cH:30][cH:31]2)[cH:32][cH:33][cH:34]1>>[NH:16]([c:17]1[cH:18][c:19]([C:20](=[O:21])[NH:22][S:23](=[O:24])(=[O:25])[c:26]2[cH:27][cH:28][cH:29][cH:30][cH:31]2)[cH:32][cH:33][cH:34]1)[C:57]([CH:41]1[CH2:40][CH:39]([S:38][C:35]([CH3:36])=[O:37])[CH2:43][N:42]1[C:44](=[O:45])[O:46][CH2:47][c:48]1[cH:49][cH:50][c:51]([N+:54](=[O:55])[O-:56])[cH:52][cH:53]1)=[O:58].